This data is from the Open Reaction Database (ORD), a public repository of structured organic reaction records. The task is: describe an organic reaction: reactants, conditions, products, and yield Yields the product CCCC(=O)OC(=O)CN(C)C(=N)N. Reaction SMILES: [C:1]([CH2:2][CH2:3][CH3:4])(=[O:5])[Cl:6].[CH3:7][N:8]([C:9](=[NH:10])[NH2:11])[CH2:12][C:13](=[O:14])[O-:15].[Na+:16]>>[C:1]([CH2:2][CH2:3][CH3:4])(=[O:5])[O:15][C:13]([CH2:12][N:8]([CH3:7])[C:9](=[NH:10])[NH2:11])=[O:14]. Reactants: CCCC(=O)Cl, CN(CC(=O)[O-])C(=N)N, [Na+]. Run at temperature 23 celsius, time 45 minute. Reactants: C(C)(C)(C)OC(=O)N[C@H](CI)C(=O)OC (methyl N-(tert-butoxycarbonyl)-3-iodo-D-alaninate), C([O-])([O-])=O.[Cs+].[Cs+] (cesium carbonate), CC1=C(C=CC=C1)CC(C)=O (1-(2-Methylphenyl)-propan-2-one), C([O-])([O-])=O.[Cs+].[Cs+] (cesium carbonate). As a reaction SMILES: [C:1]([O:5][C:6]([NH:8][C@@H:9]([C:12]([O:14][CH3:15])=[O:13])[CH2:10]I)=[O:7])([CH3:4])([CH3:3])[CH3:2].C(=O)([O-])[O-].[Cs+].[Cs+].[CH3:22][C:23]1[CH:28]=[CH:27][CH:26]=[CH:25][C:24]=1[CH2:29][C:30](=[O:32])[CH3:31]>CN(C=O)C>[C:1]([O:5][C:6]([NH:8][C@H:9]([C:12]([O:14][CH3:15])=[O:13])[CH2:10][CH:29]([C:24]1[CH:25]=[CH:26][CH:27]=[CH:28][C:23]=1[CH3:22])[C:30](=[O:32])[CH3:31])=[O:7])([CH3:4])([CH3:3])[CH3:2] |f:1.2.3|. Procedure details: To a solution of methyl N-(tert-butoxycarbonyl)-3-iodo-D-alaninate (1.58 g, 4.80 mmol) in DMF (24 mL) was added cesium carbonate (1.56 g, 4.80 mmol) and the mixture was stirred at 23° C. for 45 min. 1-(2-Methylphenyl)-propan-2-one (0.783 g, 5.28 mmol) and cesium carbonate (2.35 g, 7.20 mmol) were added and the resulting mixture was stirred for 18 h. The mixture was filtered and water was added to the filtrate. The mixture was extracted with ethyl acetate (3×). The combined organic extracts were ... The solvent is CN(C)C=O (DMF). Yields the product C(C)(C)(C)OC(=O)N[C@@H](CC(C(C)=O)C1=C(C=CC=C1)C)C(=O)OC (Methyl N-(tert-butoxycarbonyl)-4-(2-methylphenyl)-5-oxonorleucinate). Reactants: BrC(C1=CC=C(C=C1)Cl)C1=CC=C(C=C1)Cl (1-[bromo(4-chlorophenyl)methyl]-4-chlorobenzene), N1CC(C1)O (azetidin-3-ol), C(C)(C)N(C(C)C)CC (N,N-diisopropylethylamine). Solvent: C(C)#N (acetonitrile). Conditions: time 1.5 hour. Yields the product ClC1=CC=C(C=C1)C(N1CC(C1)O)C1=CC=C(C=C1)Cl (1-[Bis(4-chlorophenyl)methyl]azetidin-3-ol). RXN SMILES: Br[CH:2]([C:10]1[CH:15]=[CH:14][C:13]([Cl:16])=[CH:12][CH:11]=1)[C:3]1[CH:8]=[CH:7][C:6]([Cl:9])=[CH:5][CH:4]=1.[NH:17]1[CH2:20][CH:19]([OH:21])[CH2:18]1.C(N(CC)C(C)C)(C)C>C(#N)C>[Cl:9][C:6]1[CH:7]=[CH:8][C:3]([CH:2]([C:10]2[CH:15]=[CH:14][C:13]([Cl:16])=[CH:12][CH:11]=2)[N:17]2[CH2:20][CH:19]([OH:21])[CH2:18]2)=[CH:4][CH:5]=1. Procedure details: The reaction mixture of 22.30 g (70.5 mmol) of 1-[bromo(4-chlorophenyl)methyl]-4-chlorobenzene, 5.67 g (77.6 mmol) of azetidin-3-ol (2) and 18.4 mL (105.75 mmol) of N,N-diisopropylethylamine in 250 mL of acetonitrile was rapidly stirred for 1.5 h at rt to 91° C. Reaction mixture was concentrated to remove solvents and residue was purified by silica gel chromatography with hexanes/ethyl acetate/ammonia (2M in MeOH)=100/30/0.5 to afford the title compound; 1NMR (CDCl3) δ 2.03 (br s, 1H), 2.81 (m, ... Reactants: COC1=C(C=CC=C1)[Mg]Br (2-methoxyphenylmagnesium bromide), CC1(CCC(C2CN(CC12)C(CC1=C(C=CC=C1)OC)=O)=O)C1=CC=CC=C1 ((3aRS,7SR,7aRS)-7-methyl-7-phenyl-2-[(2methoxyphenyl)acetyl]-4-perhydroisoindolone), [Cl-].[NH4+] (ammonium chloride), [Mg] (magnesium), BrC1=C(C=CC=C1)OC (2-bromoanisole). Run in C(C)(=O)OCC (ethyl acetate), O1CCCC1 (tetrahydrofuran), O1CCCC1 (tetrahydrofuran). Run at temperature 30 celsius. Product: CC1(CCC(C2CN(CC12)C(CC1=C(C=CC=C1)OC)=O)(O)C1=C(C=CC=C1)OC)C1=CC=CC=C1 ((3aRS,4RS,7SR,7aRS)-7-methyl-7-phenyl-4-(2-methoxyphenyl)-2-[(2-methoxyphenyl)acetyl]-4perhydroisoindolol). Reaction SMILES: [CH3:1][O:2][C:3]1[CH:8]=[CH:7][CH:6]=[CH:5][C:4]=1[Mg]Br.[Mg].BrC1C=CC=CC=1OC.[CH3:21][C:22]1([C:43]2[CH:48]=[CH:47][CH:46]=[CH:45][CH:44]=2)[CH:30]2[CH:26]([CH2:27][N:28]([C:31](=[O:41])[CH2:32][C:33]3[CH:38]=[CH:37][CH:36]=[CH:35][C:34]=3[O:39][CH3:40])[CH2:29]2)[C:25](=[O:42])[CH2:24][CH2:23]1.[Cl-].[NH4+]>O1CCCC1.C(OCC)(=O)C>[CH3:21][C:22]1([C:43]2[CH:48]=[CH:47][CH:46]=[CH:45][CH:44]=2)[CH:30]2[CH:26]([CH2:27][N:28]([C:31](=[O:41])[CH2:32][C:33]3[CH:38]=[CH:37][CH:36]=[CH:35][C:34]=3[O:39][CH3:40])[CH2:29]2)[C:25]([C:4]2[CH:5]=[CH:6][CH:7]=[CH:8][C:3]=2[O:2][CH3:1])([OH:42])[CH2:24][CH2:23]1 |f:4.5|. Procedure details: To a suspension of 2-methoxyphenylmagnesium bromide, prepared from 0,576 g of magnesium and 4.5 g of 2-bromoanisole in 25 cm3 of tetrahydrofuran, is added dropwise, with stirring and at 30° C., a solution of 1.6 g of (3aRS,7SR,7aRS)-7-methyl-7-phenyl-2-[(2methoxyphenyl)acetyl]-4-perhydroisoindolone in 40 cm3 of tetrahydrofuran. The reaction mixture is stirred at room temperature for 18 hours, treated with 100 cm3 of saturated aqueous ammonium chloride solution, taken up in 100 cm3 of ethyl aceta... The reactants are NC1=NC=C(C(=O)OC)C=C1 (Methyl 6-amino-nicotinate), C(CC)C(C(=O)OCC)C(=O)C (ethyl 2-propylacetoacetate). The reagents and catalysts are C1(=CC=C(C=C1)S(=O)(=O)O)C (p-toluensulphonic acid). Reaction conditions: temperature 150 celsius, time 42 hour. Yields the product COC(=O)C=1C=CC=2N(C(C(=C(N2)C)CCC)=O)C1 (2-methyl-3-propyl-4-oxo-4H-pyrido[1.2-a]pyrimidine-7-carboxylic acid methyl ester). Yield: 42.4%. As a reaction SMILES: [NH2:1][C:2]1[CH:11]=[CH:10][C:5]([C:6]([O:8][CH3:9])=[O:7])=[CH:4][N:3]=1.[CH2:12]([CH:15]([C:21]([CH3:23])=O)[C:16](OCC)=[O:17])[CH2:13][CH3:14]>C1(C)C=CC(S(O)(=O)=O)=CC=1>[CH3:9][O:8][C:6]([C:5]1[CH:10]=[CH:11][C:2]2[N:3]([CH:4]=1)[C:16](=[O:17])[C:15]([CH2:12][CH2:13][CH3:14])=[C:21]([CH3:23])[N:1]=2)=[O:7]. Procedure details: Methyl 6-amino-nicotinate(4 g) was reacted with ethyl 2-propylacetoacetate(17.3 g) in the presence of p-toluensulphonic acid (0.16 g) under stirring at 150° C. for 42 hours. After cooling and dilution with hexane the precipitate was filtered and crystallized from methanol, thus giving 2.9 g of 2-methyl-3-propyl-4-oxo-4H-pyrido[1.2-a]pyrimidine-7-carboxylic acid methyl ester m.p. 98°-99° C., which were reacted with benzaldehyde (7 g) in methanol (100 ml), in the presence of sodium methoxide (1.78... The reactants are BrCCBr, CC(C)(C)OC(=O)NC(CI)C(=O)OCc1ccccc1, C[Si](C)(C)Cl, O=C(C=Cc1ccccc1)C=Cc1ccccc1, O=C(C=Cc1ccccc1)C=Cc1ccccc1, O=C(C=Cc1ccccc1)C=Cc1ccccc1, [Cl-], COc1ccc(CN2C(=O)CN(c3ccc(I)cc3)S2(=O)=O)cc1, [NH4+], CN(C)C=O, O, [Pd], [Pd], Cc1ccccc1P(c1ccccc1C)c1ccccc1C. Yields the product COc1ccc(CN2C(=O)CN(c3ccc(CC(NC(=O)OC(C)(C)C)C(=O)OCc4ccccc4)cc3)S2(=O)=O)cc1. As a reaction SMILES: [Br:1][CH2:2][CH2:3][Br:4].[CH2:10]([c:11]1[cH:12][cH:13][cH:14][cH:15][cH:16]1)[O:17][C:18]([CH:19]([CH2:20][I:21])[NH:22][C:23](=[O:24])[O:25][C:26]([CH3:27])([CH3:28])[CH3:29])=[O:30].[CH3:5][Si:6]([Cl:7])([CH3:8])[CH3:9].[CH:104](=[CH:105][C:106]([CH:107]=[CH:108][c:109]1[cH:110][cH:111][cH:112][cH:113][cH:114]1)=[O:115])[c:116]1[cH:117][cH:118][cH:119][cH:120][cH:121]1.[CH:122](=[CH:123][C:124]([CH:125]=[CH:126][c:127]1[cH:128][cH:129][cH:130][cH:131][cH:132]1)=[O:133])[c:134]1[cH:135][cH:136][cH:137][cH:138][cH:139]1.[CH:86](=[CH:87][C:88]([CH:89]=[CH:90][c:91]1[cH:92][cH:93][cH:94][cH:95][cH:96]1)=[O:97])[c:98]1[cH:99][cH:100][cH:101][cH:102][cH:103]1.[Cl-:77].[I:31][c:32]1[cH:33][cH:34][c:35]([N:38]2[CH2:39][C:40](=[O:54])[N:41]([CH2:45][c:46]3[cH:47][cH:48][c:49]([O:52][CH3:53])[cH:50][cH:51]3)[S:42]2(=[O:43])=[O:44])[cH:36][cH:37]1.[NH4+:78].[O:79]=[CH:80][N:81]([CH3:82])[CH3:83].[OH2:140].[Pd:84].[Pd:85].[c:55]1([CH3:56])[cH:57][cH:58][cH:59][cH:60][c:61]1[P:62]([c:63]1[cH:64][cH:65][cH:66][cH:67][c:68]1[CH3:69])[c:70]1[cH:71][cH:72][cH:73][cH:74][c:75]1[CH3:76]>>[CH2:10]([c:11]1[cH:12][cH:13][cH:14][cH:15][cH:16]1)[O:17][C:18]([CH:19]([CH2:20][c:32]1[cH:33][cH:34][c:35]([N:38]2[CH2:39][C:40](=[O:54])[N:41]([CH2:45][c:46]3[cH:47][cH:48][c:49]([O:52][CH3:53])[cH:50][cH:51]3)[S:42]2(=[O:43])=[O:44])[cH:36][cH:37]1)[NH:22][C:23](=[O:24])[O:25][C:26]([CH3:27])([CH3:28])[CH3:29])=[O:30]. Reactants: CN1C(C2=CC=CC=C2C(=C1C1=CC=CC=C1)CCC(=O)OC)=O (methyl 2-methyl-1-oxo-3-phenyl-1,2-dihydroisoquinoline-4-propanoate), CN (methylamine). Solvent: ClCCl (dichloromethane), CO (methanol). Run at time 3 day. Product: CNC(CCC1=C(N(C(C2=CC=CC=C12)=O)C)C1=CC=CC=C1)=O (N,2-Dimethyl-1-oxo-3-phenyl-1,2-dihydroisoquinoline-4-propanamide). RXN SMILES: [CH3:1][NH2:2].[CH3:3][N:4]1[C:13]([C:14]2[CH:19]=[CH:18][CH:17]=[CH:16][CH:15]=2)=[C:12]([CH2:20][CH2:21][C:22](OC)=[O:23])[C:11]2[C:6](=[CH:7][CH:8]=[CH:9][CH:10]=2)[C:5]1=[O:26]>ClCCl.CO>[CH3:1][NH:2][C:22](=[O:23])[CH2:21][CH2:20][C:12]1[C:11]2[C:6](=[CH:7][CH:8]=[CH:9][CH:10]=2)[C:5](=[O:26])[N:4]([CH3:3])[C:13]=1[C:14]1[CH:15]=[CH:16][CH:17]=[CH:18][CH:19]=1. Reported procedure: A stream of gaseous methylamine is passed into a 250 ml round-bottomed flask containing a solution of 1.25 g (3.85 mmol) of methyl 2-methyl-1-oxo-3-phenyl-1,2-dihydroisoquinoline-4-propanoate in 20 ml of dichloromethane and 80 ml of methanol until saturation and the mixture is left stirring at room temperature for 3 days. The solvents are evaporated under reduced pressure and the residue is purified by chromatography on a column of silica gel, elution being carried out with a mixture of dichloro... Starting materials: O=C(O)c1c(F)c(OC(F)F)c(F)c(F)c1[N+](=O)[O-], O=S(Cl)Cl, c1ccccc1. The product is O=C(Cl)c1c(F)c(OC(F)F)c(F)c(F)c1[N+](=O)[O-]. RXN SMILES: [F:5][CH:6]([O:7][c:8]1[c:9]([F:22])[c:10]([C:11](=[O:12])[OH:13])[c:14]([N+:19](=[O:20])[O-:21])[c:15]([F:18])[c:16]1[F:17])[F:23].[S:1]([Cl:2])([Cl:3])=[O:4].[cH:24]1[cH:25][cH:26][cH:27][cH:28][cH:29]1>>[Cl:3][C:11]([c:10]1[c:9]([F:22])[c:8]([O:7][CH:6]([F:5])[F:23])[c:16]([F:17])[c:15]([F:18])[c:14]1[N+:19](=[O:20])[O-:21])=[O:12]. Starting materials: OCCOC1=C(C(=NC=N1)NS(=O)(=O)C=CC1=CC=CC=C1)C1=CC=C(C=C1)C (2-phenyl-ethenesulfonic acid [6-(2-hydroxy-ethoxy)-5-p-tolyl-pyrimidin-4-yl]-amide), [H-].[Na+] (sodium hydride), BrC=1C=NC(=NC1)Cl (5-bromo-2-chloro-pyrimidine). The solvent is C1CCOC1 (THF). Reaction conditions: time 1 hour. The product is BrC=1C=NC(=NC1)OCCOC1=C(C(=NC=N1)NS(=O)(=O)C=CC1=CC=CC=C1)C1=CC=C(C=C1)C (2-phenyl-ethenesulfonic acid {6-[2-(5-bromo-pyrimidin-2-yloxy)-ethoxy]-5-p-tolyl-pyrimidin-4-yl}-amide). Yield: 26.3%. Reaction SMILES: [H-].[Na+].[OH:3][CH2:4][CH2:5][O:6][C:7]1[N:12]=[CH:11][N:10]=[C:9]([NH:13][S:14]([CH:17]=[CH:18][C:19]2[CH:24]=[CH:23][CH:22]=[CH:21][CH:20]=2)(=[O:16])=[O:15])[C:8]=1[C:25]1[CH:30]=[CH:29][C:28]([CH3:31])=[CH:27][CH:26]=1.[Br:32][C:33]1[CH:34]=[N:35][C:36](Cl)=[N:37][CH:38]=1>C1COCC1>[Br:32][C:33]1[CH:34]=[N:35][C:36]([O:3][CH2:4][CH2:5][O:6][C:7]2[N:12]=[CH:11][N:10]=[C:9]([NH:13][S:14]([CH:17]=[CH:18][C:19]3[CH:24]=[CH:23][CH:22]=[CH:21][CH:20]=3)(=[O:15])=[O:16])[C:8]=2[C:25]2[CH:30]=[CH:29][C:28]([CH3:31])=[CH:27][CH:26]=2)=[N:37][CH:38]=1 |f:0.1|. Reported procedure: To sodium hydride (220 mg, 55-65% in mineral oil) was added THF (35 ml) followed by addition of 2-phenyl-ethenesulfonic acid [6-(2-hydroxy-ethoxy)-5-p-tolyl-pyrimidin-4-yl]-amide (250 mg). The mixture was stirred for 1 h at rt. Then 5-bromo-2-chloro-pyrimidine (188 mg) was added and stirring continued for 21 h at 80° C. The solvent was evaporated and diethylether (20 ml) was added to the residue. The precipitate was filtered off and washed with diethylether, dissolved in water and acidified by c... Starting materials: C(C)(C)(C)C1=C(C=C(C=C1)O)OC (4-tert-butyl-3-methoxyphenol), [H-].[Na+] (sodium hydride), BrCC(=O)OC(C)(C)C (tert-butyl bromoacetate). Solvent: O1CCCC1 (tetrahydrofuran). Run at temperature 80 celsius, time 30 minute. Yields the product C(C)(C)(C)C1=C(C=C(OCC(=O)OC(C)(C)C)C=C1)OC (tert-Butyl (4-tert-butyl-3-methoxyphenoxy)acetate). Isolated yield 79.1%. Reaction SMILES: [H-].[Na+].[C:3]([C:7]1[CH:12]=[CH:11][C:10]([OH:13])=[CH:9][C:8]=1[O:14][CH3:15])([CH3:6])([CH3:5])[CH3:4].Br[CH2:17][C:18]([O:20][C:21]([CH3:24])([CH3:23])[CH3:22])=[O:19]>O1CCCC1>[C:3]([C:7]1[CH:12]=[CH:11][C:10]([O:13][CH2:17][C:18]([O:20][C:21]([CH3:24])([CH3:23])[CH3:22])=[O:19])=[CH:9][C:8]=1[O:14][CH3:15])([CH3:6])([CH3:4])[CH3:5] |f:0.1|. Procedure: To a suspension of 60% sodium hydride (96 mg, 2.4 mmol) in tetrahydrofuran (THF) (10 ml) was added 4-tert-butyl-3-methoxyphenol (360 mg, 2 mmol) at 0° C., followed by additional stirring for 30 minutes. Then, tert-butyl bromoacetate (468 mg, 2.4 mmol) was added and the mixture was refluxed at 80° C. for 1 hour. The reaction was then quenched with saturated aqueous solution of ammonium chloride and the crude product was extracted with ethylacetate. The organic layer was separated, washed with bri...